From a dataset of the Open Reaction Database (ORD), a public repository of structured organic reaction records. describe an organic reaction: reactants, conditions, products, and yield Starting materials: C(C)OC(=O)CN(C(=O)[C@@]1(OC[C@H](O1)C(=O)OC(C)(C)C)C(=O)OCC)[C@@H]([C@H](CCC1=CC=CC=C1)C1=CC=C(C=C1)OC1=CC=CC=C1)C (4-tert-butyl 2-ethyl (2S*,4S)-2-[N-(ethoxycarbonylmethyl)-N-{(1R,2R)-1-methyl-2-(4-phenoxyphenyl)-4-phenylbutyl}carbamoyl]-1,3-dioxolane-2,4-dicarboxylate). Solvent: C(=O)O (formic acid). Reaction conditions: time 2 hour. Product: C(=O)(O)CN(C(=O)[C@@]1(OC[C@H](O1)C(=O)O)C(=O)O)[C@@H]([C@H](CCC1=CC=CC=C1)C1=CC=C(C=C1)OC1=CC=CC=C1)C ((2S*,4S)-2-[N-(carboxymethyl)-N-{(1R,2R)-1-methyl-2-(4-phenoxyphenyl)-4-phenylbutyl}carbamoyl]-1,3-dioxolane-2,4-dicarboxylic acid). Yield: 84.0%. RXN SMILES: C([O:3][C:4]([CH2:6][N:7]([C@H:27]([CH3:50])[C@@H:28]([C:37]1[CH:42]=[CH:41][C:40]([O:43][C:44]2[CH:49]=[CH:48][CH:47]=[CH:46][CH:45]=2)=[CH:39][CH:38]=1)[CH2:29][CH2:30][C:31]1[CH:36]=[CH:35][CH:34]=[CH:33][CH:32]=1)[C:8]([C@@:10]1([C:22]([O:24]CC)=[O:23])[O:14][C@H:13]([C:15]([O:17]C(C)(C)C)=[O:16])[CH2:12][O:11]1)=[O:9])=[O:5])C>C(O)=O>[C:4]([CH2:6][N:7]([C@H:27]([CH3:50])[C@@H:28]([C:37]1[CH:38]=[CH:39][C:40]([O:43][C:44]2[CH:45]=[CH:46][CH:47]=[CH:48][CH:49]=2)=[CH:41][CH:42]=1)[CH2:29][CH2:30][C:31]1[CH:36]=[CH:35][CH:34]=[CH:33][CH:32]=1)[C:8]([C@@:10]1([C:22]([OH:24])=[O:23])[O:14][C@H:13]([C:15]([OH:17])=[O:16])[CH2:12][O:11]1)=[O:9])([OH:5])=[O:3]. Procedure details: 310 mg of 4-tert-butyl 2-ethyl (2S*,4S)-2-[N-(ethoxycarbonylmethyl)-N-{(1R,2R)-1-methyl-2-(4-phenoxyphenyl)-4-phenylbutyl}carbamoyl]-1,3-dioxolane-2,4-dicarboxylate was dissolved in 4 ml of formic acid, followed by stirring at room temperature for 2 hours. The reaction solution was evaporated to dryness under reduced pressure, and then, the residue was dissolved in 6 ml of a 50% tetrahydrofuran aqueous solution. 3 ml of a 1N sodium hydroxide aqueous solution was added, followed by stirring at ro... Starting materials: CC(=O)OC(C)=O, CN(C)Cc1cc(C(C)(C)C)c(O)c(C(C)(C)C)c1, CCOP(OCC)OCC. Yields the product CCOP(=O)(Cc1cc(C(C)(C)C)c(O)c(C(C)(C)C)c1)OCC. As a reaction SMILES: [CH3:30][C:31]([O:32][C:33](=[O:34])[CH3:35])=[O:36].[OH:1][c:2]1[c:3]([C:16]([CH3:17])([CH3:18])[CH3:19])[cH:4][c:5]([CH2:6][N:7]([CH3:8])[CH3:9])[cH:10][c:11]1[C:12]([CH3:13])([CH3:14])[CH3:15].[P:20]([O:21][CH2:22][CH3:23])([O:24][CH2:25][CH3:26])[O:27][CH2:28][CH3:29]>>[OH:1][c:2]1[c:3]([C:16]([CH3:17])([CH3:18])[CH3:19])[cH:4][c:5]([CH2:6][P:20]([O:21][CH2:22][CH3:23])([O:24][CH2:25][CH3:26])=[O:27])[cH:10][c:11]1[C:12]([CH3:13])([CH3:14])[CH3:15].